From a dataset of the Open Reaction Database (ORD), a public repository of structured organic reaction records. describe an organic reaction: reactants, conditions, products, and yield The reactants are C(C)(C)(C)OC(=O)N1CCC(CC1)[C@H]1CC=2C(=CN=C(C2)Cl)O1 ((R)-4-(5-chloro-2,3-dihydro-furo[2,3-c]pyridin-2-yl)-piperidine-1-carboxylic acid tert-butyl ester), CS(=O)(=O)N1CCC(=CC1)B1OC(C(O1)(C)C)(C)C (1-methanesulfonyl-4-(4,4,5,5-tetramethyl-[1,3,2]dioxaborolan-2-yl)-1,2,3,6-tetrahydro-pyridine), C(=O)([O-])[O-].[Na+].[Na+] (Na2CO3). Yields the product C(C)(C)(C)OC(=O)N1CCC(CC1)[C@H]1CC=2C(=CN=C(C2)C=2CCN(CC2)S(=O)(=O)C)O1 ((R)-4-[5-(1-Methanesulfonyl-1,2,3,6-tetrahydro-pyridin-4-yl)-2,3-dihydro-furo[2,3-c]pyridin-2-yl]-piperidine-1-carboxylic acid tert-butyl ester). Conditions: temperature 170 celsius, time 1 hour. Solvent: O1CCOCC1 (1,4-dioxane). As a reaction SMILES: [C:1]([O:5][C:6]([N:8]1[CH2:13][CH2:12][CH:11]([C@@H:14]2[O:23][C:17]3=[CH:18][N:19]=[C:20](Cl)[CH:21]=[C:16]3[CH2:15]2)[CH2:10][CH2:9]1)=[O:7])([CH3:4])([CH3:3])[CH3:2].[CH3:24][S:25]([N:28]1[CH2:33][CH:32]=[C:31](B2OC(C)(C)C(C)(C)O2)[CH2:30][CH2:29]1)(=[O:27])=[O:26].C([O-])([O-])=O.[Na+].[Na+]>O1CCOCC1>[C:1]([O:5][C:6]([N:8]1[CH2:13][CH2:12][CH:11]([C@@H:14]2[O:23][C:17]3=[CH:18][N:19]=[C:20]([C:31]4[CH2:32][CH2:33][N:28]([S:25]([CH3:24])(=[O:27])=[O:26])[CH2:29][CH:30]=4)[CH:21]=[C:16]3[CH2:15]2)[CH2:10][CH2:9]1)=[O:7])([CH3:4])([CH3:3])[CH3:2] |f:2.3.4|. Procedure: A mixture of (R)-4-(5-chloro-2,3-dihydro-furo[2,3-c]pyridin-2-yl)-piperidine-1-carboxylic acid tert-butyl ester (0.40 g), 1-methanesulfonyl-4-(4,4,5,5-tetramethyl-[1,3,2]dioxaborolan-2-yl)-1,2,3,6-tetrahydro-pyridine (0.38 g), 2 M aqueous Na2CO3 solution (1.3 mL), and 1,4-dioxane (8 mL) is sparged with argon for 5 min. Tetrakis(triphenylphosphine)palladium(0) (0.10 g) is added and the mixture is stirred in a microwave oven at 170° C. for 1 h. After cooling to room temperature, water is added and... Reactants: ClC1=CC=C(C=N1)C(C)(C)NC(C)=O (N-(2-(6-chloropyridin-3-yl)propan-2-yl)acetamide), Cl (HCl). The solvent is C1CCOC1 (THF), C1CCOC1 (THF). Run at time 1 hour. Product: ClC1=CC=C(C=N1)C(C)(C)NCC (2-(6-chloropyridin-3-yl)-N-ethylpropan-2-amine). As a reaction SMILES: [Cl:1][C:2]1[N:7]=[CH:6][C:5]([C:8]([NH:11][C:12](=O)[CH3:13])([CH3:10])[CH3:9])=[CH:4][CH:3]=1.Cl>C1COCC1>[Cl:1][C:2]1[N:7]=[CH:6][C:5]([C:8]([NH:11][CH2:12][CH3:13])([CH3:9])[CH3:10])=[CH:4][CH:3]=1. Reported procedure: N-(2-(6-chloropyridin-3-yl)propan-2-yl)acetamide (11.3 g, 53.1 mmol, Eq: 1.00) was dissolved in anhydrous THF (350 ml) and refluxed. BMS (2M in THF) (53.1 ml, 106 mmol, Eq: 2) was added dropwise to the solution and refluxed over night. Conc. HCl solution (15 ml) was gently added to the refluxed reaction mixture and stirred for 1 hr. The reaction mixture was concentrated in vacuo. Reactants: CCC1(CO)CCC2(CCC(COC)OC2)O1, Fc1ccccc1CCl, [H-], [Na+]. The product is CCC1(COCc2ccccc2F)CCC2(CCC(COC)OC2)O1. RXN SMILES: [CH2:1]([CH3:2])[C:3]1([CH2:16][OH:17])[O:4][C:5]2([CH2:6][CH2:7]1)[CH2:8][O:9][CH:10]([CH2:13][O:14][CH3:15])[CH2:11][CH2:12]2.[F:18][c:19]1[c:20]([CH2:21][Cl:22])[cH:23][cH:24][cH:25][cH:26]1.[H-:27].[Na+:28]>>[CH2:1]([CH3:2])[C:3]1([CH2:16][O:17][CH2:21][c:20]2[c:19]([F:18])[cH:26][cH:25][cH:24][cH:23]2)[O:4][C:5]2([CH2:6][CH2:7]1)[CH2:8][O:9][CH:10]([CH2:13][O:14][CH3:15])[CH2:11][CH2:12]2. Starting materials: ClC1=NC=CC(=N1)C=1C=NC(=NC1)N (2-chloro-4,5′-bipyrimidin-2′-amine), FC1=CC=C(N)C=C1 (4-Fluoroaniline), [Cl-] (chloride), CS(=O)C (DMSO). The solvent is C1CCOC1 (THF). Run at temperature 150 celsius. Yields the product FC1=CC=C(C=C1)NC1=NC=CC(=N1)C=1C=NC(=NC1)N (N2-(4-fluorophenyl)-4,5′-bipyrimidine-2,2′-diamine). Yield: 12.7%. As a reaction SMILES: Cl[C:2]1[N:7]=[C:6]([C:8]2[CH:9]=[N:10][C:11]([NH2:14])=[N:12][CH:13]=2)[CH:5]=[CH:4][N:3]=1.[F:15][C:16]1[CH:22]=[CH:21][C:19]([NH2:20])=[CH:18][CH:17]=1.CS(C)=O.[Cl-]>C1COCC1>[F:15][C:16]1[CH:22]=[CH:21][C:19]([NH:20][C:2]2[N:7]=[C:6]([C:8]3[CH:9]=[N:10][C:11]([NH2:14])=[N:12][CH:13]=3)[CH:5]=[CH:4][N:3]=2)=[CH:18][CH:17]=1. Procedure details: To a suspension of 2-chloro-4,5′-bipyrimidin-2′-amine (30) (110 mg, 0.530 mmol) in THF (5298 μl), 4-Fluoroaniline (100 μl, 1.060 mmol) was added. DMSO (1 mL) was added to dissolve the starting chloride, and the suspension was heated to 150° C. in the microwave for 2 hours. The crude reaction mixture was filtered through a syringe filter, then purified by reverse-phase HPLC [30-100% organic phase over 15 minutes] to obtain a reddish purple product. The product was triturated with acetone and acet... Reactants: C(C)(C)(C)C=1C=C(C(=C(C1)S(=O)(=O)NC(C)(C)C)OC)N (5-t-butyl-2-methoxy-3-aminophenyl N-t-butyl-sulfonamide), C(C)(C)N(CC)C(C)C (diisopropylethylamine), ClCC(=O)Cl (chloroacetyl chloride). The solvent is ClCCl (dichloromethane), ClCCl (dichloromethane). Conditions: time 2 hour. The product is C(C)(C)(C)C=1C=C(C(=C(C1)S(=O)(=O)NC(C)(C)C)OC)NC(CCl)=O (5-t-butyl-2-methoxy-3-(chloroacetamido) phenyl N-t-butylsulfonamide). Reaction SMILES: [Cl:1][CH2:2][C:3](Cl)=[O:4].[C:6]([C:10]1[CH:11]=[C:12]([NH2:26])[C:13]([O:24][CH3:25])=[C:14]([S:16]([NH:19][C:20]([CH3:23])([CH3:22])[CH3:21])(=[O:18])=[O:17])[CH:15]=1)([CH3:9])([CH3:8])[CH3:7].C(N(C(C)C)CC)(C)C>ClCCl>[C:6]([C:10]1[CH:11]=[C:12]([NH:26][C:3](=[O:4])[CH2:2][Cl:1])[C:13]([O:24][CH3:25])=[C:14]([S:16]([NH:19][C:20]([CH3:23])([CH3:22])[CH3:21])(=[O:17])=[O:18])[CH:15]=1)([CH3:9])([CH3:7])[CH3:8]. Procedure details: A solution of chloroacetyl chloride (4.4 ml) in dichloromethane (40 ml) was added dropwise to a cooled and stirred solution of 5-t-butyl-2-methoxy-3-aminophenyl N-t-butyl-sulfonamide (15.6 g) and diisopropylethylamine (9.5 ml) in dichloromethane (100 ml). The solution was left standing at ambient temperature for 2 hours and then washed with a 2% solution of citric acid. The organic phase was dried and evaporated. Recrytallization from aqueous ethanol gave the title compound (16.4 g). Reactants: [Cl-].[Na+] (sodium chloride), O1C=C(C=C1)C=O (3-furaldehyde), CC1(OC(=CC1=O)C)C (2,2,5-trimethyl-3(2H)-furanone), [OH-] (hydroxide). The solvent is C(C)O (ethanol). Conditions: time 1 day. The product is O1C=C(C=C1)C=CC1=CC(C(O1)(C)C)=O (5-[2-(3-Furanyl)ethenyl]-2,2-dimethyl-3(2H)-furanone). The yield is 74.1%. Reaction SMILES: [O:1]1[CH:5]=[CH:4][C:3]([CH:6]=O)=[CH:2]1.[CH3:8][C:9]1([CH3:16])[C:13](=[O:14])[CH:12]=[C:11]([CH3:15])[O:10]1.[OH-].[Cl-].[Na+]>C(O)C>[O:1]1[CH:5]=[CH:4][C:3]([CH:6]=[CH:15][C:11]2[O:10][C:9]([CH3:16])([CH3:8])[C:13](=[O:14])[CH:12]=2)=[CH:2]1 |f:3.4|. Procedure details: To a solution of 3-furaldehyde (1.26 g, 13.2 mM) and 2,2,5-trimethyl-3(2H)-furanone (1.5 g, 11.9 mM) in ethanol (50mL), was added 1N aqueous hydroxide (1.2 mL, 1.2 mM). After the reaction solution was stirred for one day at room temperature, saturated aqueous sodium chloride (400 mL) was added. The aqueous layer was extracted with diethyl ether (3×100 mL). The combined ethereal extracts were washed with saturated aqueous sodium chloride (50 mL), dried over MgSO4, filtered and concentrated to giv...